Dataset: the Open Reaction Database (ORD), a public repository of structured organic reaction records. Task: describe an organic reaction: reactants, conditions, products, and yield Starting materials: ON=CC1=CC(=C(C(=O)NCC2=NC=CC=C2)C=C1)C (4-hydroxyiminomethyl-2-methyl-N-(2-pyridylmethyl) benzoic acid amide), imide, ClC=1C=C(C=C(C1)Cl)C(=C)C(F)(F)F (3,5-dichloro-1-(1-trifluoromethylethenyl)benzene), C(O)([O-])=O.[K+] (potassium hydrogen carbonate). Solvent: CN(C=O)C (N,N-dimethylformamide), ice water. RXN SMILES: [OH:1][N:2]=[CH:3][C:4]1[CH:19]=[CH:18][C:7]([C:8]([NH:10][CH2:11][C:12]2[CH:17]=[CH:16][CH:15]=[CH:14][N:13]=2)=[O:9])=[C:6]([CH3:20])[CH:5]=1.[Cl:21][C:22]1[CH:23]=[C:24]([C:29]([C:31]([F:34])([F:33])[F:32])=[CH2:30])[CH:25]=[C:26]([Cl:28])[CH:27]=1.C(=O)([O-])O.[K+]>CN(C)C=O>[Cl:21][C:22]1[CH:23]=[C:24]([C:29]2([C:31]([F:34])([F:32])[F:33])[O:1][N:2]=[C:3]([C:4]3[CH:19]=[CH:18][C:7]([C:8]([NH:10][CH2:11][C:12]4[CH:17]=[CH:16][CH:15]=[CH:14][N:13]=4)=[O:9])=[C:6]([CH3:20])[CH:5]=3)[CH2:30]2)[CH:25]=[C:26]([Cl:28])[CH:27]=1 |f:2.3|. Yields the product ClC=1C=C(C=C(C1)Cl)C1(CC(=NO1)C1=CC(=C(C(=O)NCC2=NC=CC=C2)C=C1)C)C(F)(F)F (4-[5-(3,5-dichlorophenyl)-5-trifluoromethyl-4,5-dihydroisoxazol-3-yl]-2-methyl-N-(2-pyridylmethyl) benzoic acid amide). Procedure: In a solution of 0.45 g of 4-hydroxyiminomethyl-2-methyl-N-(2-pyridylmethyl) benzoic acid amide in 10 ml of N,N-dimethylformamide, 0.25 g of N-chlorosuccinc acid imide was added, and stirred at 70° C. for 1 hour. Then, the reaction mixture was left and cooled to room temperature, 0.41 g of 3,5-dichloro-1-(1-trifluoromethylethenyl)benzene synthesized in Step 1 of Synthetic Example 3 and 0.25 g of potassium hydrogen carbonate were added, and stirred at room temperature for 3 hours. After the compl... Reaction conditions: temperature 70 celsius, time 1 hour. The yield is 35.3%. The reactants are ClC=1N=CC2=C(N3CCC[C@@H]3CC(N2)=O)N1 ((R)-9-chloro-2,3,3a,4-tetrahydro-1H,6H-6,8,10,10b-tetraaza-benzo[e]azulen-5-one), C([O-])([O-])=O.[Cs+].[Cs+] (cesium carbonate), IC (iodomethane). The solvent is CN(C=O)C (dimethylformamide). Reaction conditions: time 8 hour. Product: ClC=1N=CC2=C(N3CCC[C@@H]3CC(N2C)=O)N1 ((R)-9-chloro-6-methyl-2,3,3a,4-tetrahydro-1H,6H-6,8,10,10b-tetraaza-benzo[e]azulen-5-one). Isolated yield 81.5%. Reaction SMILES: [Cl:1][C:2]1[N:3]=[CH:4][C:5]2[NH:14][C:13](=[O:15])[CH2:12][C@@H:11]3[N:7]([CH2:8][CH2:9][CH2:10]3)[C:6]=2[N:16]=1.[C:17](=O)([O-])[O-].[Cs+].[Cs+].IC>CN(C)C=O>[Cl:1][C:2]1[N:3]=[CH:4][C:5]2[N:14]([CH3:17])[C:13](=[O:15])[CH2:12][C@@H:11]3[N:7]([CH2:8][CH2:9][CH2:10]3)[C:6]=2[N:16]=1 |f:1.2.3|. Reported procedure: To a solution of 0.4 g (0.0017 mole) of (R)-9-chloro-2,3,3a,4-tetrahydro-1H,6H-6,8,10,10b-tetraaza-benzo[e]azulen-5-one (VI-102) in 10 mL of dimethylformamide was added 1.1 g (0.0034 mole) of cesium carbonate, followed by 0.32 mL (0.0051 mole) of iodomethane. After stirring overnight, the mixture was filtered and the filtrate concentrated under reduced pressure. Purification of the residue by silica gel chromatography, eluting with hexanes-ethyl acetate (40:60-0:100) gave 0.35 g of (R)-9-chloro-... Run at temperature 130 celsius, time 6 hour. Solvent: N1=CC=CC=C1 (pyridine). Product: ClC1=C(CN2C(=C(C=3N(C(N(C(C32)=O)CC3=CC=C(C=C3)OC)=O)C)C#N)N3C[C@@H](CCC3)NC(OC(C)(C)C)=O)C=C(C=C1)F (tert-Butyl {(3R)-1-[5-(2-chloro-5-fluorobenzyl)-7-cyano-3-(4-methoxybenzyl)-1-methyl-2,4-dioxo-2,3,4,5-tetrahydro-1H-pyrrolo[3,2-d]pyrimidin-6-yl]piperidin-3-yl}carbamate). Procedure details: 4-Methoxybenzyl isocyanate (0.5 ml) and potassium carbonate (486 mg) were added to a solution of ethyl 3-amino-5-{(3R)-3-[(tert-butoxycarbonyl)amino]piperidin-1-yl}-1-(2-chloro-5-fluorobenzyl)-4-cyano-1H-pyrrole-2-carboxylate (920 mg) in pyridine (1 ml), and the resulting mixture was stirred at 130° C. for 6 hours. 4-Methoxybenzyl isocyanate (2.0 ml) was added thereto, followed by stirring with heating for another 24 hours. The reaction solution was cooled to 25° C. and then concentrated under r... Reactants: COC1=CC=C(CN=C=O)C=C1 (4-Methoxybenzyl isocyanate), COC1=CC=C(CN=C=O)C=C1 (4-Methoxybenzyl isocyanate), C([O-])([O-])=O.[K+].[K+] (potassium carbonate), NC1=C(N(C(=C1C#N)N1C[C@@H](CCC1)NC(=O)OC(C)(C)C)CC1=C(C=CC(=C1)F)Cl)C(=O)OCC (ethyl 3-amino-5-{(3R)-3-[(tert-butoxycarbonyl)amino]piperidin-1-yl}-1-(2-chloro-5-fluorobenzyl)-4-cyano-1H-pyrrole-2-carboxylate). As a reaction SMILES: [CH3:1][O:2][C:3]1[CH:12]=[CH:11][C:6]([CH2:7][N:8]=[C:9]=[O:10])=[CH:5][CH:4]=1.[C:13](=O)([O-])[O-].[K+].[K+].[NH2:19][C:20]1[C:24]([C:25]#[N:26])=[C:23]([N:27]2[CH2:32][CH2:31][CH2:30][C@@H:29]([NH:33][C:34]([O:36][C:37]([CH3:40])([CH3:39])[CH3:38])=[O:35])[CH2:28]2)[N:22]([CH2:41][C:42]2[CH:47]=[C:46]([F:48])[CH:45]=[CH:44][C:43]=2[Cl:49])[C:21]=1[C:50]([O:52]CC)=O>N1C=CC=CC=1>[Cl:49][C:43]1[CH:44]=[CH:45][C:46]([F:48])=[CH:47][C:42]=1[CH2:41][N:22]1[C:21]2[C:50](=[O:52])[N:8]([CH2:7][C:6]3[CH:11]=[CH:12][C:3]([O:2][CH3:1])=[CH:4][CH:5]=3)[C:9](=[O:10])[N:19]([CH3:13])[C:20]=2[C:24]([C:25]#[N:26])=[C:23]1[N:27]1[CH2:32][CH2:31][CH2:30][C@@H:29]([NH:33][C:34](=[O:35])[O:36][C:37]([CH3:40])([CH3:39])[CH3:38])[CH2:28]1 |f:1.2.3|. The reactants are O=C([O-])O, ClCCl, [Na+], CC(O)CNC(=O)c1cccc(I)c1. The product is CC(=O)CNC(=O)c1cccc(I)c1. Reaction SMILES: [C:15](=[O:16])([OH:17])[O-:18].[Cl:20][CH2:21][Cl:22].[Na+:19].[OH:1][CH:2]([CH2:3][NH:4][C:5]([c:6]1[cH:7][c:8]([I:12])[cH:9][cH:10][cH:11]1)=[O:13])[CH3:14]>>[O:1]=[C:2]([CH2:3][NH:4][C:5]([c:6]1[cH:7][c:8]([I:12])[cH:9][cH:10][cH:11]1)=[O:13])[CH3:14]. The reactants are CCn1nc(-c2ccccc2)c(C(C)=O)c([N+](=O)[O-])c1=O, CCO, Nc1ccc(Br)c2cccnc12. Product: CCn1nc(-c2ccccc2)c(C(C)=O)c(Nc2ccc(Br)c3cccnc23)c1=O. As a reaction SMILES: [C:1]([CH3:2])(=[O:3])[c:4]1[c:5]([N+:19]([O-:20])=[O:21])[c:6](=[O:18])[n:7]([CH2:16][CH3:17])[n:8][c:9]1-[c:10]1[cH:11][cH:12][cH:13][cH:14][cH:15]1.[CH3:34][CH2:35][OH:36].[NH2:22][c:23]1[cH:24][cH:25][c:26]([Br:33])[c:27]2[cH:28][cH:29][cH:30][n:31][c:32]12>>[C:1]([CH3:2])(=[O:3])[c:4]1[c:5]([NH:19][c:23]2[cH:24][cH:25][c:26]([Br:33])[c:27]3[cH:28][cH:29][cH:30][n:31][c:32]23)[c:6](=[O:18])[n:7]([CH2:16][CH3:17])[n:8][c:9]1-[c:10]1[cH:11][cH:12][cH:13][cH:14][cH:15]1. Reactants: CO[NH+]=C(C(=O)O)C=1N=NSC1 (2-Methoxyiminio-2-(1,2,3-thiadiazol-4-yl)acetic acid), NC1[C@@H]2N(C(=C(CS2)CSC=2SC(=NN2)C)C(=O)O)C1=O (7-amino-3-(5-methyl-1,3,4-thiadiazol-2-yl)thiomethyl-3-cephem-4-carboxylic acid). Product: CON=C(C(=O)NC1[C@@H]2N(C(=C(CS2)CSC=2SC(=NN2)C)C(=O)O)C1=O)C=1N=NSC1 (7-[2-methoxyimino-2-(1,2,3-thiadiazol-4-yl)acetamido]-3-(5-methyl-1,3,4-thiadiazol-2-yl)thiomethyl-3-cephem-4-carboxylic acid). The yield is 61.6%. RXN SMILES: [CH3:1][O:2][NH+:3]=[C:4]([C:8]1[N:9]=[N:10][S:11][CH:12]=1)[C:5]([OH:7])=O.[NH2:13][CH:14]1[C:32](=[O:33])[N:16]2[C:17]([C:29]([OH:31])=[O:30])=[C:18]([CH2:21][S:22][C:23]3[S:24][C:25]([CH3:28])=[N:26][N:27]=3)[CH2:19][S:20][C@H:15]12>>[CH3:1][O:2][N:3]=[C:4]([C:8]1[N:9]=[N:10][S:11][CH:12]=1)[C:5]([NH:13][CH:14]1[C:32](=[O:33])[N:16]2[C:17]([C:29]([OH:31])=[O:30])=[C:18]([CH2:21][S:22][C:23]3[S:24][C:25]([CH3:28])=[N:26][N:27]=3)[CH2:19][S:20][C@H:15]12)=[O:7]. Procedure: 2-Methoxyiminio-2-(1,2,3-thiadiazol-4-yl)acetic acid (anti isomer) (1.0 g.) and 7-amino-3-(5-methyl-1,3,4-thiadiazol-2-yl)thiomethyl-3-cephem-4-carboxylic acid (2.16 g.) were reacted according to similar manners to those of Examples 1(b) and 8 to give pale yellow powder of 7-[2-methoxyimino-2-(1,2,3-thiadiazol-4-yl)acetamido]-3-(5-methyl-1,3,4-thiadiazol-2-yl)thiomethyl-3-cephem-4-carboxylic acid (anti isomer) (1.68 g.), mp 104° to 115° C. (dec.). Reactants: ClC1=CC2=C(C=N1)C(=NN2C(C2=CC=CC=C2)(C2=CC=CC=C2)C2=CC=CC=C2)I (6-chloro-3-iodo-1-trityl-1H-pyrazolo[4,3-c]pyridine), C(=C)(C)B1OC(C)(C)C(C)(C)O1 (isopropenylboronic acid pinacol ester). Yields the product ClC1=CC2=C(C=N1)C(=NN2C(C2=CC=CC=C2)(C2=CC=CC=C2)C2=CC=CC=C2)C(=C)C (6-chloro-3-(prop-1-en-2-yl)-1-trityl-1H-pyrazolo[4,3-c]pyridine). As a reaction SMILES: [Cl:1][C:2]1[N:7]=[CH:6][C:5]2[C:8](I)=[N:9][N:10]([C:11]([C:24]3[CH:29]=[CH:28][CH:27]=[CH:26][CH:25]=3)([C:18]3[CH:23]=[CH:22][CH:21]=[CH:20][CH:19]=3)[C:12]3[CH:17]=[CH:16][CH:15]=[CH:14][CH:13]=3)[C:4]=2[CH:3]=1.[C:31](B1OC(C)(C)C(C)(C)O1)([CH3:33])=[CH2:32]>>[Cl:1][C:2]1[N:7]=[CH:6][C:5]2[C:8]([C:31]([CH3:33])=[CH2:32])=[N:9][N:10]([C:11]([C:24]3[CH:29]=[CH:28][CH:27]=[CH:26][CH:25]=3)([C:18]3[CH:23]=[CH:22][CH:21]=[CH:20][CH:19]=3)[C:12]3[CH:17]=[CH:16][CH:15]=[CH:14][CH:13]=3)[C:4]=2[CH:3]=1. Procedure details: In a manner similar to that described in Scheme 1 (Step 3), 6-chloro-3-iodo-1-trityl-1H-pyrazolo[4,3-c]pyridine (3a) was coupled with isopropenylboronic acid pinacol ester to provide 6-chloro-3-(prop-1-en-2-yl)-1-trityl-1H-pyrazolo[4,3-c]pyridine. MS ESI calc'd. for C28H22ClIN3 [M+1]+ 436, found 436.